This data is from the Open Reaction Database (ORD), a public repository of structured organic reaction records. The task is: describe an organic reaction: reactants, conditions, products, and yield Procedure details: Butyllithium (2.5 M in hexanes 52.5 ml, 0.131 mol) was added dropwise to a stirred, cooled (−78° C.) solution of difluorobenzene (12.0 g, 0.105 mol) in dry THF (400 ml) under a stream of dry nitrogen. The reaction mixture was maintained under these conditions for 2.5 h and a solution of nonanal (14.9 g, 0.105 mol) in dry THF (50 ml) was added dropwise at −78° C. The mixture was allowed to slowly reach room temperature overnight. Ammonium chloride solution (2M, 200 ml) was added and the product w... Yields the product FC1=C(C=CC=C1F)C(CCCCCCCC)O ((2,3-Difluorophenyl)nonan-1-ol). Run in C1CCOC1 (THF), C1CCOC1 (THF). RXN SMILES: C([Li])CCC.[F:6][C:7]1[CH:12]=[CH:11][CH:10]=[CH:9][C:8]=1[F:13].[CH:14](=[O:23])[CH2:15][CH2:16][CH2:17][CH2:18][CH2:19][CH2:20][CH2:21][CH3:22].[Cl-].[NH4+]>C1COCC1>[F:6][C:7]1[C:8]([F:13])=[CH:9][CH:10]=[CH:11][C:12]=1[CH:14]([OH:23])[CH2:15][CH2:16][CH2:17][CH2:18][CH2:19][CH2:20][CH2:21][CH3:22] |f:3.4|. The reactants are C(CCC)[Li] (Butyllithium), FC1=C(C=CC=C1)F (difluorobenzene), C(CCCCCCCC)=O (nonanal), [Cl-].[NH4+] (Ammonium chloride).